Dataset: the Open Reaction Database (ORD), a public repository of structured organic reaction records. Task: describe an organic reaction: reactants, conditions, products, and yield Starting materials: CC1N(C(C(=C1C)CO)=S(=O)=O)C1=CC=C(C=C1)C (2,3-Dimethyl- 4-hydroxymethyl-1-(4-methylphenyl)-sulfonyl-1H-pyrrole), O=S(Cl)Cl (SOCl2). Run in C1(=CC=CC=C1)C (toluene). Run at time 3 hour. Yields the product ClCC1=C(C(N(C1=S(=O)=O)C1=CC=C(C=C1)C)C)C (4-Chloromethyl-2,3-dimethyl-1-(4-methylphenyl)-sulfonyl-1H-pyrrole). RXN SMILES: [CH3:1][CH:2]1[C:6]([CH3:7])=[C:5]([CH2:8]O)[C:4](=[S:10](=[O:12])=[O:11])[N:3]1[C:13]1[CH:18]=[CH:17][C:16]([CH3:19])=[CH:15][CH:14]=1.O=S(Cl)[Cl:22]>C1(C)C=CC=CC=1>[Cl:22][CH2:8][C:5]1[C:4](=[S:10](=[O:12])=[O:11])[N:3]([C:13]2[CH:18]=[CH:17][C:16]([CH3:19])=[CH:15][CH:14]=2)[CH:2]([CH3:1])[C:6]=1[CH3:7]. Reported procedure: To a stirred solution of the alcohol from Step 2 (6.8 g, 24.3 mmo 1 ) in dry toluene (70 mL) was added dropwise SOCl2 (9.5 mL) and the mixturewas stirred for 3 hours at room temperature. The excess of SOCl2 and the solvent were removed in vacuo and the residue partitioned between water (10 mL) and diethyl ether (100 mL). The organic phase was separated,dried (NaSO4), and concentrated in vacuo to give the required compoundas a brown solid, m.p. 105°-109° C., which was used without further purific... Starting materials: CC1COC2(CCN(c3ccc(F)cc3C#N)CC2)O1, CC(=O)O, Cl. Product: N#Cc1cc(F)ccc1N1CCC(=O)CC1. As a reaction SMILES: [CH2:1]1[O:2][C:5]2([O:4][CH:3]1[CH3:20])[CH2:6][CH2:7][N:8]([c:11]1[c:12]([C:18]#[N:19])[cH:13][c:14]([F:17])[cH:15][cH:16]1)[CH2:9][CH2:10]2.[CH3:21][C:22](=[O:23])[OH:24].[ClH:25]>>[O:4]=[C:5]1[CH2:6][CH2:7][N:8]([c:11]2[c:12]([C:18]#[N:19])[cH:13][c:14]([F:17])[cH:15][cH:16]2)[CH2:9][CH2:10]1. As a reaction SMILES: [CH3:25][c:26]1[s:27][c:28]([S:32](=[O:33])(=[O:34])[Cl:35])[c:29]([CH3:31])[n:30]1.[NH2:1][c:2]1[cH:3][c:4]([O:5][c:6]2[cH:7][cH:8][c:9]3[n:10]([n:11]2)[cH:12][c:13]([NH:15][C:16](=[O:17])[CH:18]2[CH2:19][CH2:20]2)[n:14]3)[cH:21][cH:22][c:23]1[CH3:24].[OH2:36].[cH:37]1[cH:38][cH:39][n:40][cH:41][cH:42]1>>[NH:1]([c:2]1[cH:3][c:4]([O:5][c:6]2[cH:7][cH:8][c:9]3[n:10]([n:11]2)[cH:12][c:13]([NH:15][C:16](=[O:17])[CH:18]2[CH2:19][CH2:20]2)[n:14]3)[cH:21][cH:22][c:23]1[CH3:24])[S:32]([c:28]1[s:27][c:26]([CH3:25])[n:30][c:29]1[CH3:31])(=[O:33])=[O:34]. Yields the product Cc1nc(C)c(S(=O)(=O)Nc2cc(Oc3ccc4nc(NC(=O)C5CC5)cn4n3)ccc2C)s1. Starting materials: Cc1nc(C)c(S(=O)(=O)Cl)s1, Cc1ccc(Oc2ccc3nc(NC(=O)C4CC4)cn3n2)cc1N, O, c1ccncc1. Starting materials: Brc1cccc2ccsc12, Cc1ccc(C=O)cc1, [Cl-], I, [Mg], [NH4+], C1CCOC1. The product is Cc1ccc(C(O)c2cccc3ccsc23)cc1. RXN SMILES: [Br:1][c:2]1[cH:3][cH:4][cH:5][c:6]2[c:7]1[s:8][cH:9][cH:10]2.[CH3:13][c:14]1[cH:15][cH:16][c:17]([CH:18]=[O:19])[cH:20][cH:21]1.[Cl-:22].[I:12].[Mg:11].[NH4+:23].[O:24]1[CH2:25][CH2:26][CH2:27][CH2:28]1>>[c:2]1([CH:18]([c:17]2[cH:16][cH:15][c:14]([CH3:13])[cH:21][cH:20]2)[OH:19])[cH:3][cH:4][cH:5][c:6]2[c:7]1[s:8][cH:9][cH:10]2.